Dataset: the Open Reaction Database (ORD), a public repository of structured organic reaction records. Task: describe an organic reaction: reactants, conditions, products, and yield Reactants: [OH-].[Na+] (NaOH), FC1(CC(C1)C1=NC(=NO1)C=1C=CC(=C(C1)NC(=O)C1=CN=C2N1C=CC(=C2)C#C)C)F (N-(5-(5-(3,3-difluorocyclobutyl)-1,2,4-oxadiazol-3-yl)-2-methylphenyl)-7-ethynylimidazo[1,2-a]pyridine-3-carboxamide), C(C(C)(C)C)(=O)OCN=[N+]=[N-] (azidomethyl pivalate), O=C1C(O)=C([O-])[C@H](O1)[C@@H](O)CO.[Na+] (sodium ascorbate). The reagents and catalysts are [O-]S(=O)(=O)[O-].[Cu+2] (CuSO4). The solvent is CC(C)(C)O.O (tBuOH H2O), CO (MeOH). Conditions: time 8 hour. The product is FC1(CC(C1)C1=NC(=NO1)C=1C=CC(=C(C1)NC(=O)C1=CN=C2N1C=CC(=C2)C=2N=NNC2)C)F (N-(5-(5-(3,3-difluorocyclobutyl)-1,2,4-oxadiazol-3-yl)-2-methylphenyl)-7-(1H-1,2,3-triazol-4-yl)imidazo[1,2-a]pyridine-3-carboxamide). Reaction SMILES: [F:1][C:2]1([F:32])[CH2:5][CH:4]([C:6]2[O:10][N:9]=[C:8]([C:11]3[CH:12]=[CH:13][C:14]([CH3:31])=[C:15]([NH:17][C:18]([C:20]4[N:24]5[CH:25]=[CH:26][C:27]([C:29]#[CH:30])=[CH:28][C:23]5=[N:22][CH:21]=4)=[O:19])[CH:16]=3)[N:7]=2)[CH2:3]1.C(OC[N:41]=[N+:42]=[N-:43])(=O)C(C)(C)C.O=C1O[C@H]([C@H](CO)O)C([O-])=C1O.[Na+].[OH-].[Na+]>CC(O)(C)C.O.CO.[O-]S([O-])(=O)=O.[Cu+2]>[F:32][C:2]1([F:1])[CH2:5][CH:4]([C:6]2[O:10][N:9]=[C:8]([C:11]3[CH:12]=[CH:13][C:14]([CH3:31])=[C:15]([NH:17][C:18]([C:20]4[N:24]5[CH:25]=[CH:26][C:27]([C:29]6[N:41]=[N:42][NH:43][CH:30]=6)=[CH:28][C:23]5=[N:22][CH:21]=4)=[O:19])[CH:16]=3)[N:7]=2)[CH2:3]1 |f:2.3,4.5,6.7,9.10|. Procedure: A mixture of N-(5-(5-(3,3-difluorocyclobutyl)-1,2,4-oxadiazol-3-yl)-2-methylphenyl)-7-ethynylimidazo[1,2-a]pyridine-3-carboxamide (53) (10 mg, 0.023 mmol), azidomethyl pivalate (3.64 mg, 0.023 mmol), CuSO4(2 μL of 0.5M aqueous solution, 0.001 mmol) and sodium ascorbate (1.4 mg, 0.007 mmol) in tBuOH/H2O (1 mL, 2:1) was stirred at room temperature overnight. Then the reaction mixture was diluted and extracted with EtOAc. The organic layers were combined, dried over Na2SO4, filtered and concentrate... The solvent is C1(=CC=CC=C1)C (toluene). Product: ClC1=C(N(C(=CC1=O)C1=CC=CC=C1)C1=C(C=CC=C1)Cl)C1=CC=CC=C1 (3-chloro-1-(2-chlorophenyl)-2,6-diphenyl-4(1H)-pyridinone). Procedure details: To 300 ml of toluene were added 7.4 g (0.030 mole) of 2-chloro-N-(2-chlorophenyl)-1-phenylethaneimine, 5.2 g (0.030 mole) of ethyl phenylpropiolate and 6.7 g (0.050 mole) of aluminum chloride. The reaction mixture was then heated under reflux for 20 hours under nitrogen atmosphere. After cooling, the reaction mixture was poured into 500 ml of 2N sulfuric acid, followed by extraction with chloroform. After washing the organic layer with 50 ml of a 10% aqueous solution of sodium hydroxide and then... RXN SMILES: [Cl:1][CH2:2][C:3]([C:12]1[CH:17]=[CH:16][CH:15]=[CH:14][CH:13]=1)=[N:4][C:5]1[CH:10]=[CH:9][CH:8]=[CH:7][C:6]=1[Cl:11].[C:18]1([C:24]#[C:25][C:26](OCC)=[O:27])[CH:23]=[CH:22][CH:21]=[CH:20][CH:19]=1.[Cl-].[Al+3].[Cl-].[Cl-].S(=O)(=O)(O)O>C1(C)C=CC=CC=1>[Cl:1][C:2]1[C:26](=[O:27])[CH:25]=[C:24]([C:18]2[CH:23]=[CH:22][CH:21]=[CH:20][CH:19]=2)[N:4]([C:5]2[CH:10]=[CH:9][CH:8]=[CH:7][C:6]=2[Cl:11])[C:3]=1[C:12]1[CH:17]=[CH:16][CH:15]=[CH:14][CH:13]=1 |f:2.3.4.5|. Starting materials: ClCC(=NC1=C(C=CC=C1)Cl)C1=CC=CC=C1 (2-chloro-N-(2-chlorophenyl)-1-phenylethaneimine), C1(=CC=CC=C1)C#CC(=O)OCC (ethyl phenylpropiolate), [Cl-].[Al+3].[Cl-].[Cl-] (aluminum chloride), S(O)(O)(=O)=O (sulfuric acid). The reactants are CC=1OC(=C(N1)C1=CC=CC=C1)CC(C(=O)OCC)C(=O)OCC (Diethyl 2-(2-methyl-4-phenyl-5-oxazolylmethyl)malonate). The solvent is C(C)(=O)O (acetic acid), Cl (hydrochloric acid). Reaction conditions: time 3 hour. The product is CC=1OC(=C(N1)C1=CC=CC=C1)CCC(=O)O (2-methyl-4-phenyloxazole-5-propionic acid). Reaction SMILES: [CH3:1][C:2]1[O:3][C:4]([CH2:13][CH:14](C(OCC)=O)[C:15]([O:17]CC)=[O:16])=[C:5]([C:7]2[CH:12]=[CH:11][CH:10]=[CH:9][CH:8]=2)[N:6]=1>C(O)(=O)C.Cl>[CH3:1][C:2]1[O:3][C:4]([CH2:13][CH2:14][C:15]([OH:17])=[O:16])=[C:5]([C:7]2[CH:12]=[CH:11][CH:10]=[CH:9][CH:8]=2)[N:6]=1. Procedure details: Diethyl 2-(2-methyl-4-phenyl-5-oxazolylmethyl)malonate (8.0 g) was dissolved in a mixture of acetic acid (50 ml) and 6N hydrochloric acid (20 ml) and the solution was refluxed with stirring for 3 hours. The solvent was then distilled off and the residue was made alkaline with 2N sodium hydroxide and washed with ethyl ether. The alkaline solution was adjusted to pH 2 with concentrated hydrochloric acid to give 2-methyl-4-phenyloxazole-5-propionic acid as crystals, yield 4.85 g (overall yield from... Starting materials: BrC1=CC2=C(OC=C2)C=C1 (5-bromobenzo[b]furan), CI (methyl iodide), [Mg] (magnesium), C1CO1 (ethylene oxide). Product: OCCC1=CC2=C(OC=C2)C=C1 (5-(2-hydroxyethyl)benzo[b]furan). Reaction SMILES: Br[C:2]1[CH:10]=[CH:9][C:5]2[O:6][CH:7]=[CH:8][C:4]=2[CH:3]=1.CI.[Mg].[CH2:14]1[O:16][CH2:15]1>>[OH:16][CH2:15][CH2:14][C:2]1[CH:10]=[CH:9][C:5]2[O:6][CH:7]=[CH:8][C:4]=2[CH:3]=1. Procedure: The subject compound is prepared by a Grignard reaction with the reagant prepared from 5-bromobenzo[b]furan, methyl iodide and magnesium turnings and ethylene oxide.